The task is: describe an organic reaction: reactants, conditions, products, and yield. This data is from the Open Reaction Database (ORD), a public repository of structured organic reaction records. Procedure details: 4-Chloro-6,7-dimethoxyquinoline (100 mg), butyl salicylate (388 mg), and 4-dimethylaminopyridine (244 mg) were suspended in o-dichlorobenzene (1 ml), and the suspension was stirred at 120° C. overnight and at 140° C. for 3 hr. The reaction solution was cooled to room temperature, and the solvent was removed by distillation under the reduced pressure. Water was then added to the residue, and the mixture was extracted with chloroform. The chloroform layer was washed with water and was dried over a... The reactants are ClC1=CC=NC2=CC(=C(C=C12)OC)OC (4-Chloro-6,7-dimethoxyquinoline), C(C=1C(O)=CC=CC1)(=O)OCCCC (butyl salicylate). The solvent is ClC1=C(C=CC=C1)Cl (o-dichlorobenzene). Reaction conditions: temperature 140 celsius, time 3 hour. The product is COC=1C=C2C(=CC=NC2=CC1OC)OC1=C(C(=O)OCCCC)C=CC=C1 (Butyl 2-[(6,7-dimethoxy-4-quinolyl)oxy]benzoate). Reaction SMILES: Cl[C:2]1[C:11]2[C:6](=[CH:7][C:8]([O:14][CH3:15])=[C:9]([O:12][CH3:13])[CH:10]=2)[N:5]=[CH:4][CH:3]=1.[C:16]([O:25][CH2:26][CH2:27][CH2:28][CH3:29])(=[O:24])[C:17]1[C:18](=[CH:20][CH:21]=[CH:22][CH:23]=1)[OH:19]>CN(C)C1C=CN=CC=1.ClC1C=CC=CC=1Cl>[CH3:13][O:12][C:9]1[CH:10]=[C:11]2[C:6](=[CH:7][C:8]=1[O:14][CH3:15])[N:5]=[CH:4][CH:3]=[C:2]2[O:19][C:18]1[CH:20]=[CH:21][CH:22]=[CH:23][C:17]=1[C:16]([O:25][CH2:26][CH2:27][CH2:28][CH3:29])=[O:24]. The reagents and catalysts are CN(C1=CC=NC=C1)C (4-dimethylaminopyridine). Yield: 62.2%.